The task is: describe an organic reaction: reactants, conditions, products, and yield. This data is from the Open Reaction Database (ORD), a public repository of structured organic reaction records. The reactants are C(C)(C)(C)OC(N[C@H](CCC)C(=O)N1CC(C1)F)=O ([(R)-1-(3-fluoro-azetidine-1-carbonyl)-butyl]-carbamic acid tert-butyl ester), FC(C(=O)O)(F)F (trifluoroacetic acid). The solvent is ClCCl (dichloromethane). Reaction conditions: time 2 hour. Yields the product FC(C(=O)O)(F)F.N[C@@H](C(=O)N1CC(C1)F)CCC ((R)-2-amino-1-(3-fluoro-azetidin-1-yl)-pentan-1-one trifluoroacetate). RXN SMILES: C(OC(=O)[NH:7][C@@H:8]([C:12]([N:14]1[CH2:17][CH:16]([F:18])[CH2:15]1)=[O:13])[CH2:9][CH2:10][CH3:11])(C)(C)C.[F:20][C:21]([F:26])([F:25])[C:22]([OH:24])=[O:23]>ClCCl>[F:20][C:21]([F:26])([F:25])[C:22]([OH:24])=[O:23].[NH2:7][C@H:8]([CH2:9][CH2:10][CH3:11])[C:12]([N:14]1[CH2:15][CH:16]([F:18])[CH2:17]1)=[O:13] |f:3.4|. Procedure details: In a round-bottomed flask, [(R)-1-(3-fluoro-azetidine-1-carbonyl)-butyl]-carbamic acid tert-butyl ester (200 mg, 0.66 mmol) was dissolved in dichloromethane (4 ml) and trifluoroacetic acid (1.6 ml, 20.8 mmol) was slowly added. The reaction mixture was stirred at room temperature for 2 h then concentrated to provide (R)-2-amino-1-(3-fluoro-azetidin-1-yl)-pentan-1-one trifluoroacetate as a pale brown oil which was used without further purification. Reactants: COC(CCC1N(CCC1)S(=O)(=O)C1=CC=C(C=C1)C)=O ((RS)-3-[1-(toluene-4-sulfonyl)-pyrrolidin-2-yl]-propionic acid methyl ester), [H-].[Al+3].[Li+].[H-].[H-].[H-] (lithium aluminum hydride), C(C)OCC.CCCCCC (diethyl ether hexane). Run in C1CCOC1 (THF). Product: C1(=CC=C(C=C1)S(=O)(=O)N1C(CCC1)CCCO)C ((RS)-3-[1-(toluene-4-sulfonyl)-pyrrolidin-2-yl]-propanol). As a reaction SMILES: C[O:2][C:3](=O)[CH2:4][CH2:5][CH:6]1[CH2:10][CH2:9][CH2:8][N:7]1[S:11]([C:14]1[CH:19]=[CH:18][C:17]([CH3:20])=[CH:16][CH:15]=1)(=[O:13])=[O:12].[H-].[Al+3].[Li+].[H-].[H-].[H-].C(OCC)C.CCCCCC>C1COCC1>[C:17]1([CH3:20])[CH:16]=[CH:15][C:14]([S:11]([N:7]2[CH2:8][CH2:9][CH2:10][CH:6]2[CH2:5][CH2:4][CH2:3][OH:2])(=[O:12])=[O:13])=[CH:19][CH:18]=1 |f:1.2.3.4.5.6,7.8|. Procedure: Reduction of (RS)-3-[1-(toluene-4-sulfonyl)-pyrrolidin-2-yl]-propionic acid methyl ester with lithium aluminum hydride (1.5 eq.) in THF at RT, aqueous work-up and crystallization from diethyl ether/hexane yielded (RS)-3-[1-(toluene-4-sulfonyl)-pyrrolidin-2-yl]-propanol, colorless oil, MS: m/e=284.2 (M+H+). Product: CC1=C(c2ccccc2)C(=O)N(C(C)(C)C(=O)CCC(C)O)CO1. As a reaction SMILES: [Br:1][CH:2]([CH2:3][CH2:4][C:5]([C:6]([CH3:7])([CH3:8])[N:9]1[CH2:10][O:11][C:12]([CH3:22])=[C:13]([c:16]2[cH:17][cH:18][cH:19][cH:20][cH:21]2)[C:14]1=[O:15])=[O:23])[CH3:24].[CH3:26][C:27]([O-:28])=[O:29].[CH3:31][N:32]([CH3:33])[CH:34]=[O:35].[Na+:25].[OH2:30]>>[CH:2]([CH2:3][CH2:4][C:5]([C:6]([CH3:7])([CH3:8])[N:9]1[CH2:10][O:11][C:12]([CH3:22])=[C:13]([c:16]2[cH:17][cH:18][cH:19][cH:20][cH:21]2)[C:14]1=[O:15])=[O:23])([CH3:24])[OH:28]. Starting materials: CC1=C(c2ccccc2)C(=O)N(C(C)(C)C(=O)CCC(C)Br)CO1, CC(=O)[O-], CN(C)C=O, [Na+], O. The reactants are ClC1=NC=CC=C1C=1C=C2C=NNC2=CC1 (5-(2-chloropyridin-3-yl)-1H-indazole), C(=O)([O-])[O-].[Na+].[Na+] (Na2CO3), BrC=1C(=NC=CC1)Cl (3-bromo-2-chloropyridine), N1C=NC2=C1C=CC(=C2)B2OC(C)(C)C(C)(C)O2 (1H-benzimidazole-5-boronic acid pinacol ester). The reagents and catalysts are C=1C=CC(=CC1)[P](C=2C=CC=CC2)(C=3C=CC=CC3)[Pd]([P](C=4C=CC=CC4)(C=5C=CC=CC5)C=6C=CC=CC6)([P](C=7C=CC=CC7)(C=8C=CC=CC8)C=9C=CC=CC9)[P](C=1C=CC=CC1)(C=1C=CC=CC1)C=1C=CC=CC1 (Pd(PPh3)4). The solvent is O1CCOCC1 (1,4-dioxane). The product is ClC1=NC=CC=C1C=1C=CC2=C(NC=N2)C1 (6-(2-chloropyridin-3-yl)-1H-benzimidazole). Isolated yield 26.0%. As a reaction SMILES: [Cl:1][C:2]1[C:7]([C:8]2[CH:9]=[C:10]3[C:14](=[CH:15][CH:16]=2)[NH:13]N=C3)=[CH:6][CH:5]=[CH:4][N:3]=1.BrC1[C:19](Cl)=[N:20]C=CC=1.N1C2C=CC(B3OC(C)(C)C(C)(C)O3)=CC=2N=C1.C([O-])([O-])=O.[Na+].[Na+]>O1CCOCC1.C1C=CC([P]([Pd]([P](C2C=CC=CC=2)(C2C=CC=CC=2)C2C=CC=CC=2)([P](C2C=CC=CC=2)(C2C=CC=CC=2)C2C=CC=CC=2)[P](C2C=CC=CC=2)(C2C=CC=CC=2)C2C=CC=CC=2)(C2C=CC=CC=2)C2C=CC=CC=2)=CC=1>[Cl:1][C:2]1[C:7]([C:8]2[CH:16]=[CH:15][C:14]3[N:13]=[CH:19][NH:20][C:10]=3[CH:9]=2)=[CH:6][CH:5]=[CH:4][N:3]=1 |f:3.4.5,^1:58,60,79,98|. Reported procedure: 6-(2-Chloropyridin-3-yl)-1H-benzimidazole was synthesized in the similar manner to the preparation of 5-(2-chloropyridin-3-yl)-1H-indazole by heating the mixture of 3-bromo-2-chloropyridine (0.70 g, 3.63 mmol), 1H-benzimidazole-5-boronic acid pinacol ester (0.8 g, 3.27 mmole), Pd(PPh3)4 (330 mg, 0.28 mmol) and 2M aq.Na2CO3 (4 mL, 8 mmol) in 1,4-dioxane (30 mL). Upon extractive work-up with CH2Cl2 and purification of the concentrate by flash silica gel column chromatography (Combiflash® companion... The reactants are COC([C@H](CC1=C(C=C(C=C1C)OCC1=C(N=C(S1)C1=CC=C(C=C1)C(F)(F)F)C)C)OCC)=O ((S)-3-{2,6-dimethyl-4-[4-methyl-2-(4-trifluoromethyl-phenyl)-thiazol-5-ylmethoxy]-phenyl}-2-ethoxy-propionic acid methyl ester), [Li+].[OH-] (LiOH). Product: CC1=C(C(=CC(=C1)OCC1=C(N=C(S1)C1=CC=C(C=C1)C(F)(F)F)C)C)C[C@@H](C(=O)O)OCC ((S)-3-{2,6-dimethyl-4-[4-methyl-2-(4-trifluoromethyl-phenyl)-thiazol-5-ylmethoxy]-phenyl}-2-ethoxy-propionic acid). Reaction SMILES: C[O:2][C:3](=[O:35])[C@@H:4]([O:32][CH2:33][CH3:34])[CH2:5][C:6]1[C:11]([CH3:12])=[CH:10][C:9]([O:13][CH2:14][C:15]2[S:19][C:18]([C:20]3[CH:25]=[CH:24][C:23]([C:26]([F:29])([F:28])[F:27])=[CH:22][CH:21]=3)=[N:17][C:16]=2[CH3:30])=[CH:8][C:7]=1[CH3:31].[Li+].[OH-]>>[CH3:31][C:7]1[CH:8]=[C:9]([O:13][CH2:14][C:15]2[S:19][C:18]([C:20]3[CH:25]=[CH:24][C:23]([C:26]([F:29])([F:27])[F:28])=[CH:22][CH:21]=3)=[N:17][C:16]=2[CH3:30])[CH:10]=[C:11]([CH3:12])[C:6]=1[CH2:5][C@H:4]([O:32][CH2:33][CH3:34])[C:3]([OH:35])=[O:2] |f:1.2|. Reported procedure: In analogy to the procedure described in example 10 d], (S)-3-{2,6-dimethyl-4-[4-methyl-2-(4-trifluoromethyl-phenyl)-thiazol-5-ylmethoxy]-phenyl}-2-ethoxy-propionic acid methyl ester was treated with LiOH to obtain (S)-3-{2,6-dimethyl-4-[4-methyl-2-(4-trifluoromethyl-phenyl)-thiazol-5-ylmethoxy]-phenyl}-2-ethoxy-propionic acid as yellow solid.